This data is from the Open Reaction Database (ORD), a public repository of structured organic reaction records. The task is: describe an organic reaction: reactants, conditions, products, and yield Reaction SMILES: [CH2:1]([CH:8]1[CH2:13][CH2:12][N:11]([C:14](=[O:25])[CH2:15][NH:16][C:17]2[CH:22]=[CH:21][C:20]([O:23]C)=[CH:19][CH:18]=2)[CH2:10][CH2:9]1)[C:2]1[CH:7]=[CH:6][CH:5]=[CH:4][CH:3]=1.B(Br)(Br)Br>C(OCC)C>[CH2:1]([CH:8]1[CH2:9][CH2:10][N:11]([C:14](=[O:25])[CH2:15][NH:16][C:17]2[CH:22]=[CH:21][C:20]([OH:23])=[CH:19][CH:18]=2)[CH2:12][CH2:13]1)[C:2]1[CH:7]=[CH:6][CH:5]=[CH:4][CH:3]=1. Procedure details: The title compound is prepared from 1-(4-benzyl-piperidin-1-yl)-2-(4-methoxy-phenylamino)-ethanone (Example 220) and boron tribromide according to the method described in Example 192. Melting Point: 138-140° C. (diethylether) The product is C(C1=CC=CC=C1)C1CCN(CC1)C(CNC1=CC=C(C=C1)O)=O (1-(4-Benzyl-piperidin-1-yl)-2-(4-hydroxy-phenylamino)-ethanone). The reactants are C(C1=CC=CC=C1)C1CCN(CC1)C(CNC1=CC=C(C=C1)OC)=O (1-(4-Benzyl-piperidin-1-yl)-2-(4-methoxy-phenylamino)-ethanone), B(Br)(Br)Br (boron tribromide). Solvent: C(C)OCC (diethylether). Starting materials: C1CCNC1, CN1CCC(=O)CC1, CO, ClCCl, CC(=O)c1ccc(F)cc1O. Yields the product CN1CCC2(CC1)CC(=O)c1ccc(F)cc1O2. Reaction SMILES: [CH2:20]1[CH2:21][NH:22][CH2:23][CH2:24]1.[CH3:12][N:13]1[CH2:14][CH2:15][C:16](=[O:19])[CH2:17][CH2:18]1.[CH3:25][OH:26].[Cl:27][CH2:28][Cl:29].[F:1][c:2]1[cH:3][c:4]([OH:11])[c:5]([C:8]([CH3:9])=[O:10])[cH:6][cH:7]1>>[F:1][c:2]1[cH:3][c:4]2[c:5]([cH:6][cH:7]1)[C:8](=[O:10])[CH2:9][C:16]1([O:11]2)[CH2:15][CH2:14][N:13]([CH3:12])[CH2:18][CH2:17]1. Reactants: C(=CC)C1=C(C=2CC3=C(C=CC=C3C2C=C1)F)F (2-(propen-1-yl)-1,8-difluorofluorene), C(C)O (ethanol). The reagents and catalysts are [C].[Pd] (palladium-carbon). Run in C1(=CC=CC=C1)C (toluene). Conditions: time 8 hour. Yields the product C(CC)C1=C(C=2CC3=C(C=CC=C3C2C=C1)F)F (2-propyl-1,8-difluorofluorene). Isolated yield 43.7%. Reaction SMILES: [CH:1]([C:4]1[CH:16]=[CH:15][C:14]2[C:13]3[C:8](=[C:9]([F:17])[CH:10]=[CH:11][CH:12]=3)[CH2:7][C:6]=2[C:5]=1[F:18])=[CH:2][CH3:3].C(O)C>[C].[Pd].C1(C)C=CC=CC=1>[CH2:1]([C:4]1[CH:16]=[CH:15][C:14]2[C:13]3[C:8](=[C:9]([F:17])[CH:10]=[CH:11][CH:12]=3)[CH2:7][C:6]=2[C:5]=1[F:18])[CH2:2][CH3:3] |f:2.3|. Procedure: A mixture of 19.3 g of 2-(propen-1-yl)-1,8-difluorofluorene (K-3) (crude product), 1.5 g of 5% palladium-carbon, 80 ml of ethanol and 80 ml of toluene was hydrogenated over an 8 hour period at room temperature and under atmospheric pressure, with constant stirring. The palladium-carbon was removed by filtration, the solvent was removed from the filtrate by evaporation under reduced pressure, and the residue was then purified by silica gel column chromatography (hexane) to yield 8.5 g of 2-propyl... Reactants: ClC1=NC(=NC(=N1)N1CCOCC1)N1C(=NC2=C1C=CC=C2OC)C(F)F (1-[4-chloro-6-(4-morpholinyl)-1,3,5-triazin-2-yl]-2-(difluoromethyl)-4-methoxy-1H-benzimidazole), N[C@@H]1CN(CCC1)C(=O)OC(C)(C)C (tert-butyl (3S)-3-amino-1-piperidinecarboxylate). The product is FC(C1=NC2=C(N1C1=NC(=NC(=N1)N1CCOCC1)N[C@@H]1CN(CCC1)C(=O)OC(C)(C)C)C=CC=C2OC)F (tert-butyl (3S)-3-{[4-[2-(difluoromethyl)-4-methoxy-1H-benzimidazol-1-yl]-6-(4-morpholinyl)-1,3,5-triazin-2-yl]amino}-1-piperidinecarboxylate). The yield is 90.0%. Reaction SMILES: Cl[C:2]1[N:7]=[C:6]([N:8]2[CH2:13][CH2:12][O:11][CH2:10][CH2:9]2)[N:5]=[C:4]([N:14]2[C:18]3[CH:19]=[CH:20][CH:21]=[C:22]([O:23][CH3:24])[C:17]=3[N:16]=[C:15]2[CH:25]([F:27])[F:26])[N:3]=1.[NH2:28][C@H:29]1[CH2:34][CH2:33][CH2:32][N:31]([C:35]([O:37][C:38]([CH3:41])([CH3:40])[CH3:39])=[O:36])[CH2:30]1>>[F:26][CH:25]([F:27])[C:15]1[N:14]([C:4]2[N:5]=[C:6]([N:8]3[CH2:13][CH2:12][O:11][CH2:10][CH2:9]3)[N:7]=[C:2]([NH:28][C@H:29]3[CH2:34][CH2:33][CH2:32][N:31]([C:35]([O:37][C:38]([CH3:41])([CH3:40])[CH3:39])=[O:36])[CH2:30]3)[N:3]=2)[C:18]2[CH:19]=[CH:20][CH:21]=[C:22]([O:23][CH3:24])[C:17]=2[N:16]=1. Procedure: Reaction of 1-[4-chloro-6-(4-morpholinyl)-1,3,5-triazin-2-yl]-2-(difluoromethyl)-4-methoxy-1H-benzimidazole with tert-butyl (3S)-3-amino-1-piperidinecarboxylate as in Example 28 gave tert-butyl (3S)-3-{[4-[2-(difluoromethyl)-4-methoxy-1H-benzimidazol-1-yl]-6-(4-morpholinyl)-1,3,5-triazin-2-yl]amino}-1-piperidinecarboxylate in 90% yield: 1H NMR (DMSO-d6) (rotamers) δ8.12-7.58 (m, 3H), 7.38 and 7.38 (2t, J=8.2 Hz, 1H), 6.95 and 6.94 (2d, J=7.8 Hz, 1H), 3.97 (s, 3H), 3.78-3.69 (m, 10H), 2.99-2.94 a... Reactants: C(#N)C=1C(=C(C(=O)C(C(=O)OCC)=CNC2CC2)C=C(C1F)F)F (Ethyl 2-(3-Cyano-2,4,5-trifluoro-benzoyl)-3-cyclopropylamino-acrylate), C(=O)([O-])[O-].[K+].[K+] (K2CO3), ice water. Run in CN(C=O)C (dimethylformamide). Conditions: time 16 hour. The product is C(#N)C=1C(=C(C=C2C(C(=CN(C12)C1CC1)C(=O)OCC)=O)F)F (Ethyl 8-Cyano-1-cyclopropyl-6,7-difluoro-1,4-dihydro-4-oxoquinoline-3-carboxylate). RXN SMILES: [C:1]([C:3]1[C:4](F)=[C:5]([CH:19]=[C:20]([F:23])[C:21]=1[F:22])[C:6]([C:8](=[CH:14][NH:15][CH:16]1[CH2:18][CH2:17]1)[C:9]([O:11][CH2:12][CH3:13])=[O:10])=[O:7])#[N:2].C([O-])([O-])=O.[K+].[K+]>CN(C)C=O>[C:1]([C:3]1[C:21]([F:22])=[C:20]([F:23])[CH:19]=[C:5]2[C:4]=1[N:15]([CH:16]1[CH2:18][CH2:17]1)[CH:14]=[C:8]([C:9]([O:11][CH2:12][CH3:13])=[O:10])[C:6]2=[O:7])#[N:2] |f:1.2.3|. Procedure: A mixture of the crude product from step f, 27.6 g of K2CO3, and 80 ml of dimethylformamide are stirred at room temperature for 16 hours. The reaction mixture is poured on 750 ml ice/water and the precipitate is filtered off with suction, washed with 80 ml of cold methanol and dried. Reactants: C(C1=CC=CC=C1)N1CCC(CC1)O (1-benzyl-4-piperidinol), C(C=C)#N (acrylonitrile), C(C=C)#N (acrylonitrile). Reagents/catalysts: [H-].[Na+] (Sodium hydride). Solvent: ClCCl (dichloromethane). Yields the product C(C1=CC=CC=C1)N1CCC(CC1)OCCC#N (2-[(1-benzyl-4-piperidyl)oxy]ethyl cyanide). The yield is 60.3%. As a reaction SMILES: [CH2:1]([N:8]1[CH2:13][CH2:12][CH:11]([OH:14])[CH2:10][CH2:9]1)[C:2]1[CH:7]=[CH:6][CH:5]=[CH:4][CH:3]=1.[C:15](#[N:18])[CH:16]=[CH2:17]>ClCCl.[H-].[Na+]>[CH2:1]([N:8]1[CH2:13][CH2:12][CH:11]([O:14][CH2:17][CH2:16][C:15]#[N:18])[CH2:10][CH2:9]1)[C:2]1[CH:3]=[CH:4][CH:5]=[CH:6][CH:7]=1 |f:3.4|. Procedure: Sodium hydride [50% w/w in mineral oil] (2.0 g) was added to a slurry of 1-benzyl-4-piperidinol (400 g) and acrylonitrile (530 g) at 0° C. over 1 hour. The reaction mixture was warmed slowly to room temperature and stirred for 18 hours after which time the acrylonitrile was removed under reduced pressure and the residue taken up in isopropanol (1 L). The resulting yellow precipitate was filtered off. The filtrate was evaporated under reduced pressure to afford an orange oil which was dissolved i... Starting materials: C(C)(C)N(CC)C(C)C (diisopropylethylamine), ClC=1N=C(NC1CC)C(=O)N[C@@H]1[C@@H](CN(CC1)C=1SC(=CN1)C(=O)O)OC (cis(±)-2-(4-{[(4-chloro-5-ethyl-1H-imidazol-2-yl)carbonyl]amino}-3-methoxypiperidin-1-yl)-1,3-thiazole-5-carboxylic acid), C=1C=CC2=C(C1)N=NN2O (HOBT), Cl.CN (methylamine hydrochloride), CCN=C=NCCCN(C)C.Cl (WSC hydrochloride). The solvent is ClCCl (dichloromethane), CC(=O)N(C)C (DMA). Product: ClC=1N=C(NC1CC)C(=O)N[C@@H]1[C@@H](CN(CC1)C=1SC(=CN1)C(=O)NC)OC (cis(±)-2-(4-{[(4-Chloro-5-ethyl-1H-imidazol-2-yl)carbonyl]amino}-3-methoxypiperidin-1-yl)-N-methyl-1,3-thiazole-5-carboxylic acid amide). Yield: 83.3%. RXN SMILES: [Cl:1][C:2]1[N:3]=[C:4]([C:9]([NH:11][C@H:12]2[CH2:17][CH2:16][N:15]([C:18]3[S:19][C:20]([C:23](O)=[O:24])=[CH:21][N:22]=3)[CH2:14][C@H:13]2[O:26][CH3:27])=[O:10])[NH:5][C:6]=1[CH2:7][CH3:8].Cl.CN.C[CH2:32][N:33]=C=NCCCN(C)C.Cl.C1C=CC2N(O)N=NC=2C=1.C(N(C(C)C)CC)(C)C>CC(N(C)C)=O.ClCCl>[Cl:1][C:2]1[N:3]=[C:4]([C:9]([NH:11][C@H:12]2[CH2:17][CH2:16][N:15]([C:18]3[S:19][C:20]([C:23]([NH:33][CH3:32])=[O:24])=[CH:21][N:22]=3)[CH2:14][C@H:13]2[O:26][CH3:27])=[O:10])[NH:5][C:6]=1[CH2:7][CH3:8] |f:1.2,3.4|. Reported procedure: The same operation as in Example (1g) was performed using cis(±)-2-(4-{[(4-chloro-5-ethyl-1H-imidazol-2-yl)carbonyl]amino}-3-methoxypiperidin-1-yl)-1,3-thiazole-5-carboxylic acid obtained in Example (11b) (40 mg, 0.09 mmol), methylamine hydrochloride (8 mg, 0.11 mmol), WSC hydrochloride (61 mg, 0.32 mmol), HOBT (22 mg, 0.16 mmol), diisopropylethylamine (0.020 mL, 0.12 mmol), dichloromethane (0.75 mL) and DMA (0.75 mL), to obtain 32 mg of the title compound as a white solid (77%). Reactants: FC(C1=C(C#N)C=CC(=C1)NCCC(F)(F)F)(F)F (2-(trifluoromethyl)-4-[(3,3,3-trifluoropropyl)amino]benzonitrile), BrC(C(=O)OC(C)(C)C)C (1,1-dimethylethyl 2-bromopropanoate). Yields the product C(#N)C1=C(C=C(C=C1)N([C@@H](C)C(=O)OC(C)(C)C)CCC(F)(F)F)C(F)(F)F (1,1-Dimethylethyl N-[4-cyano-3-(trifluoromethyl)phenyl]-N-(3,3,3-trifluoropropyl)alaninate). RXN SMILES: [F:1][C:2]([F:19])([F:18])[C:3]1[CH:10]=[C:9]([NH:11][CH2:12][CH2:13][C:14]([F:17])([F:16])[F:15])[CH:8]=[CH:7][C:4]=1[C:5]#[N:6].Br[CH:21]([CH3:29])[C:22]([O:24][C:25]([CH3:28])([CH3:27])[CH3:26])=[O:23]>>[C:5]([C:4]1[CH:7]=[CH:8][C:9]([N:11]([CH2:12][CH2:13][C:14]([F:17])([F:16])[F:15])[C@H:21]([C:22]([O:24][C:25]([CH3:28])([CH3:27])[CH3:26])=[O:23])[CH3:29])=[CH:10][C:3]=1[C:2]([F:18])([F:19])[F:1])#[N:6]. Procedure: Synthesized as described in example 1B using 2-(trifluoromethyl)-4-[(3,3,3-trifluoropropyl)amino]benzonitrile and 1,1-dimethylethyl 2-bromopropanoate. 1H NMR (400 MHz, CDCl3) δ 7.67 (d, J=8.8 Hz, 1H), 7.0 (d, J=2.6 Hz, 1H), 6.85 (dd, J=8.8, 2.6 Hz, 1H), 4.37 (q, J=7.3 Hz, 1H), 3.74 (t, J=8.1 Hz, 2H), 2.62-2.38 (m, 2H), 1.61 (d, J=7.3 Hz, 3H), 1.45 (s, 9H). Starting materials: C1CCOC1, COC(=O)c1ccc(COc2cc3c(cc2NS(=O)(=O)c2nc(C)cs2)CCC3)cc1, CC(F)CO, CCOC(=O)N=NC(=O)OCC, c1ccc(P(c2ccccc2)c2ccccc2)cc1. Yields the product COC(=O)c1ccc(COc2cc3c(cc2N(CC(C)F)S(=O)(=O)c2nc(C)cs2)CCC3)cc1. Reaction SMILES: [CH2:68]1[O:69][CH2:70][CH2:71][CH2:72]1.[CH3:1][c:2]1[n:3][c:4]([S:7](=[O:8])(=[O:9])[NH:10][c:11]2[c:12]([O:20][CH2:21][c:22]3[cH:23][cH:24][c:25]([C:26](=[O:27])[O:28][CH3:29])[cH:30][cH:31]3)[cH:13][c:14]3[c:18]([cH:19]2)[CH2:17][CH2:16][CH2:15]3)[s:5][cH:6]1.[F:32][CH:33]([CH2:34][OH:35])[CH3:36].[O:56]=[C:57]([O:58][CH2:59][CH3:60])[N:61]=[N:62][C:63]([O:64][CH2:65][CH3:66])=[O:67].[c:37]1([P:38]([c:39]2[cH:40][cH:41][cH:42][cH:43][cH:44]2)[c:45]2[cH:46][cH:47][cH:48][cH:49][cH:50]2)[cH:51][cH:52][cH:53][cH:54][cH:55]1>>[CH3:1][c:2]1[n:3][c:4]([S:7](=[O:8])(=[O:9])[N:10]([c:11]2[c:12]([O:20][CH2:21][c:22]3[cH:23][cH:24][c:25]([C:26](=[O:27])[O:28][CH3:29])[cH:30][cH:31]3)[cH:13][c:14]3[c:18]([cH:19]2)[CH2:17][CH2:16][CH2:15]3)[CH2:34][CH:33]([F:32])[CH3:36])[s:5][cH:6]1.